From a dataset of the Open Reaction Database (ORD), a public repository of structured organic reaction records. describe an organic reaction: reactants, conditions, products, and yield Starting materials: C[Si](C)(C)[N-][Si](C)(C)C.[Li+] (Lithium bis(trimethylsilyl)amide), BrC=1C(=CC(=NC1)Cl)C (5-bromo-2-chloro-4-picoline), C(C)(C)(C)OC(=O)N1CCC2(CC(C2)=O)CC1 (2-oxo-7-aza-spiro[3.5]nonane-7-carboxylic acid tert-butyl ester). Run in O1CCCC1 (tetrahydrofuran), O1CCCC1 (tetrahydrofuran). Conditions: temperature -40 celsius, time 0.5 hour. Product: C(C)(C)(C)OC(=O)N1CCC2(CC(C2)(O)CC2=CC(=NC=C2Br)Cl)CC1 (2-(5-bromo-2-chloro-pyridin-4-ylmethyl)-2-hydroxy-7-aza-spiro[3.5]nonane-7-carboxylic acid tert-butyl ester). As a reaction SMILES: C[Si]([N-][Si](C)(C)C)(C)C.[Li+].[Br:11][C:12]1[C:13]([CH3:19])=[CH:14][C:15]([Cl:18])=[N:16][CH:17]=1.[C:20]([O:24][C:25]([N:27]1[CH2:36][CH2:35][C:30]2([CH2:33][C:32](=[O:34])[CH2:31]2)[CH2:29][CH2:28]1)=[O:26])([CH3:23])([CH3:22])[CH3:21]>O1CCCC1>[C:20]([O:24][C:25]([N:27]1[CH2:28][CH2:29][C:30]2([CH2:31][C:32]([CH2:19][C:13]3[C:12]([Br:11])=[CH:17][N:16]=[C:15]([Cl:18])[CH:14]=3)([OH:34])[CH2:33]2)[CH2:35][CH2:36]1)=[O:26])([CH3:23])([CH3:21])[CH3:22] |f:0.1|. Reported procedure: Lithium bis(trimethylsilyl)amide (1.0 mol/L in tetrahydrofuran; 8.0 mL) is added dropwise to 5-bromo-2-chloro-4-picoline (0.81 g) dissolved in tetrahydrofuran (10 mL) at −45° C. under Ar atmosphere. The solution is stirred at −35 to −45° C. for 0.5 h prior to dropwise addition of 2-oxo-7-aza-spiro[3.5]nonane-7-carboxylic acid tert-butyl ester (1.00 g) dissolved in tetrahydrofuran (5 mL). The reaction mixture is stirred at −40° C. for 45 min before the cooling bath is removed. At room temperature... Starting materials: C1CCOC1, C#CCCCOS(C)(=O)=O, c1cnc(N2CCNCC2)nc1. The product is C#CCCCN1CCN(c2ncccn2)CC1. As a reaction SMILES: [CH2:23]1[O:24][CH2:25][CH2:26][CH2:27]1.[CH3:1][S:2]([O:3][CH2:6][CH2:7][CH2:8][C:9]#[CH:10])(=[O:4])=[O:5].[N:11]1([c:17]2[n:18][cH:19][cH:20][cH:21][n:22]2)[CH2:12][CH2:13][NH:14][CH2:15][CH2:16]1>>[CH2:6]([CH2:7][CH2:8][C:9]#[CH:10])[N:14]1[CH2:13][CH2:12][N:11]([c:17]2[n:18][cH:19][cH:20][cH:21][n:22]2)[CH2:16][CH2:15]1. The reactants are BrC=1C=C(C(=O)OC)C=C(C1)O (Methyl 3-bromo-5-hydroxybenzoate), CI (methyl iodide). Product: BrC=1C=C(C(=O)OC)C=C(C1)OC (Methyl 3-Bromo-5-methoxybenzoate). Reaction SMILES: [Br:1][C:2]1[CH:3]=[C:4]([CH:9]=[C:10]([OH:12])[CH:11]=1)[C:5]([O:7][CH3:8])=[O:6].[CH3:13]I>>[Br:1][C:2]1[CH:3]=[C:4]([CH:9]=[C:10]([O:12][CH3:13])[CH:11]=1)[C:5]([O:7][CH3:8])=[O:6]. Reported procedure: Methyl 3-bromo-5-hydroxybenzoate (O6.032; 2.52 g) was alkylated with methyl iodide and worked up analogously to the conditions of O5.043. 2.5 g of the title compound were obtained.